From a dataset of the Open Reaction Database (ORD), a public repository of structured organic reaction records. describe an organic reaction: reactants, conditions, products, and yield Starting materials: NC1=C(C(=O)C2=CC=CC=C2)C=C(C=C1)Cl (2-amino-5-chlorobenzophenone), FC(C=1C=C(C=C(C1)C(F)(F)F)C(C(=O)O)(C)C)(F)F (2-(3,5-bis-trifluoromethyl-phenyl)-2-methyl-propionic acid), C1(CCCCC1)N=C=NC1CCCCC1 (Dicyclohexyl carbodiimide). The solvent is ClCCCl (1,2-dichloroethane). Run at temperature 80 celsius, time 1 hour. The product is C(C1=CC=CC=C1)(=O)C1=C(C=CC(=C1)Cl)NC(C(C)(C)C1=CC(=CC(=C1)C(F)(F)F)C(F)(F)F)=O (N-(2-Benzoyl-4-chloro-phenyl)-2-(3,5-bis-trifluoromethyl-phenyl)-isobutyramide). Yield: 58.0%. RXN SMILES: [NH2:1][C:2]1[CH:15]=[CH:14][C:13]([Cl:16])=[CH:12][C:3]=1[C:4]([C:6]1[CH:11]=[CH:10][CH:9]=[CH:8][CH:7]=1)=[O:5].[F:17][C:18]([F:36])([F:35])[C:19]1[CH:20]=[C:21]([C:29]([CH3:34])([CH3:33])[C:30](O)=[O:31])[CH:22]=[C:23]([C:25]([F:28])([F:27])[F:26])[CH:24]=1.C1(N=C=NC2CCCCC2)CCCCC1>ClCCCl>[C:4]([C:3]1[CH:12]=[C:13]([Cl:16])[CH:14]=[CH:15][C:2]=1[NH:1][C:30](=[O:31])[C:29]([C:21]1[CH:20]=[C:19]([C:18]([F:17])([F:35])[F:36])[CH:24]=[C:23]([C:25]([F:26])([F:27])[F:28])[CH:22]=1)([CH3:34])[CH3:33])(=[O:5])[C:6]1[CH:7]=[CH:8][CH:9]=[CH:10][CH:11]=1. Procedure details: To a solution of 233 mg (1 mmol) of 2-amino-5-chlorobenzophenone in 2 ml of 1,2-dichloroethane were added 360 mg (1.2 mmol) of 2-(3,5-bis-trifluoromethyl-phenyl)-2-methyl-propionic acid and the reaction mixture was shaken at 80° C. for 1 h. Dicyclohexyl carbodiimide (194 mg, 1.2 mmol) was added and shaking was continued overnight at the same temperature. The solvent was evaporated and the residue obtained was purified by column chromatography on silica gel to yield 298 mg (58%) of the title comp...